Dataset: the Open Reaction Database (ORD), a public repository of structured organic reaction records. Task: describe an organic reaction: reactants, conditions, products, and yield The reactants are C=1(C(O)=CC=C(CC=C)C1)OC (eugenol), [OH-].[Na+] (NaOH), C(C)(=O)OCC (ethyl acetate), C=O (formaldehyde). Run in O (water), O (water). Reaction conditions: time 4 hour. Product: C(C=C)C1=CC(=C(C(=C1)OC)O)CO (4-allyl-2-(hydroxymethyl)-6-methoxyphenol). As a reaction SMILES: [C:1]1([O:11][CH3:12])[C:2](=[CH:4][CH:5]=[C:6]([CH:10]=1)[CH2:7][CH:8]=[CH2:9])[OH:3].[OH-].[Na+].C=O.[C:17](OCC)(=[O:19])C>O>[CH2:7]([C:6]1[CH:10]=[C:1]([O:11][CH3:12])[C:2]([OH:3])=[C:4]([CH2:17][OH:19])[CH:5]=1)[CH:8]=[CH2:9] |f:1.2|. Reported procedure: In a 2 liter round bottom flask equipped with nitrogen inlet and magnetic stirrer was dissolved eugenol, 99% (Alfa Aesar) in a solution comprised of 286 g NaOH in 1.2 L water at 0° C. A solution of formaldehyde (828 g, 10.2 mol), 37 wt. % solution in water, A.C.S. reagent (Sigma-Aldrich) was added dropwise to the stirring solution. The mixture was stirred under nitrogen at ambient temperature for 4 hours and then 55° C. for 20 h. The reaction mixture was poured into 1 L ethyl acetate and washed ... Product: Cc1cc(I)nn1CCc1ccc(F)cc1. Starting materials: Fc1ccc(CCBr)cc1, O=C([O-])[O-], CS(C)=O, CCOC(C)=O, Cc1cc(I)n[nH]1, [K+], [K+]. Reaction SMILES: [Br:8][CH2:9][CH2:10][c:11]1[cH:12][cH:13][c:14]([F:17])[cH:15][cH:16]1.[C:18](=[O:19])([O-:20])[O-:21].[CH3:24][S:25](=[O:26])[CH3:27].[CH3:28][CH2:29][O:30][C:31](=[O:32])[CH3:33].[I:1][c:2]1[n:3][nH:4][c:5]([CH3:7])[cH:6]1.[K+:22].[K+:23]>>[I:1][c:2]1[n:3][n:4]([CH2:9][CH2:10][c:11]2[cH:12][cH:13][c:14]([F:17])[cH:15][cH:16]2)[c:5]([CH3:7])[cH:6]1. Starting materials: NC1=CC(=C(C=C1)CN1C[C@@H](N(CC1)C(=O)OC(C)(C)C)C)C (1,1-Dimethylethyl (2S)-4-[(4-amino-2-methylphenyl)methyl]-2-methyl-1-piperazinecarboxylate), N1=CC=CC=C1 (pyridine), ClC1=CC=C(C=N1)S(=O)(=O)Cl (6-chloro-3-pyridinesulfonyl chloride). The solvent is C(Cl)Cl (DCM), C(Cl)Cl (DCM), O.C(Cl)Cl (water DCM). Run at time 17 hour. The product is ClC1=CC=C(C=N1)S(=O)(=O)NC1=CC(=C(C=C1)CN1C[C@@H](N(CC1)C(=O)OC(C)(C)C)C)C (1,1-Dimethylethyl (2S)-4-[(4-{[(6-chloro-3-pyridinyl)sulfonyl]amino}-2-methyl phenyl)methyl]-2-methyl-1-piperazinecarboxylate). Yield: 106.8%. RXN SMILES: [NH2:1][C:2]1[CH:7]=[CH:6][C:5]([CH2:8][N:9]2[CH2:14][CH2:13][N:12]([C:15]([O:17][C:18]([CH3:21])([CH3:20])[CH3:19])=[O:16])[C@@H:11]([CH3:22])[CH2:10]2)=[C:4]([CH3:23])[CH:3]=1.N1C=CC=CC=1.[Cl:30][C:31]1[N:36]=[CH:35][C:34]([S:37](Cl)(=[O:39])=[O:38])=[CH:33][CH:32]=1>C(Cl)Cl.O.C(Cl)Cl>[Cl:30][C:31]1[N:36]=[CH:35][C:34]([S:37]([NH:1][C:2]2[CH:7]=[CH:6][C:5]([CH2:8][N:9]3[CH2:14][CH2:13][N:12]([C:15]([O:17][C:18]([CH3:19])([CH3:21])[CH3:20])=[O:16])[C@@H:11]([CH3:22])[CH2:10]3)=[C:4]([CH3:23])[CH:3]=2)(=[O:39])=[O:38])=[CH:33][CH:32]=1 |f:4.5|. Procedure details: D7 (100 mg, 0.31 mmol) in dry DCM (1.05 mL) and pyridine (0.30 mL, 3.8 mmol) was stirred to 0° C. under argon and 6-chloro-3-pyridinesulfonyl chloride (60 mg, 0.28 mmol) in dry DCM (1.05 mL) added dropwise. The reaction mixture was stirred under argon and allowed to warm to room temperature. After 17 h, the reaction mixture was diluted with water/DCM. The aqueous layer was extracted with DCM, the organic layer dried (Na2SO4) and solvent removed under vacuum. The product was purified by column ch... Starting materials: C1(CCCCC1)NC1=NC=C(C=C1)[N+](=O)[O-] (2-cyclohexylamino-5-nitropyridine), [H-].[Na+] (Sodium hydride), CI (methyl iodide). Solvent: CN(C=O)C (dimethylformamide), hexanes. Reaction conditions: temperature 22 celsius, time 30 minute. Yields the product C1(CCCCC1)N(C)C1=NC=C(C=C1)[N+](=O)[O-] (2-(N-Cyclohexyl-N-methylamino)-5-nitro-pyridine). As a reaction SMILES: [H-].[Na+].[CH:3]1([NH:9][C:10]2[CH:15]=[CH:14][C:13]([N+:16]([O-:18])=[O:17])=[CH:12][N:11]=2)[CH2:8][CH2:7][CH2:6][CH2:5][CH2:4]1.[CH3:19]I>CN(C)C=O>[CH:3]1([N:9]([C:10]2[CH:15]=[CH:14][C:13]([N+:16]([O-:18])=[O:17])=[CH:12][N:11]=2)[CH3:19])[CH2:4][CH2:5][CH2:6][CH2:7][CH2:8]1 |f:0.1|. Reported procedure: Sodium hydride (60% dispersion in mineral oil, 0.38 g, 9.48 mmol) was washed 3× with hexanes then a solution of 2-cyclohexylamino-5-nitropyridine (1.88 g, 8.5 mmol) dissolved in dimethylformamide (20 mL) was added. After stirring for 30 minutes at 22° C., the reaction mixture was cooled to 0° C. and methyl iodide (0.55 mL, 8.9 mmol) was added. The solution was stirred for 1.5 hours at 0° C. followed by quenching with saturated aqueous NH4Cl. The reaction mixture was diluted with ethyl acetate an... Reactants: Cl, [Na+], CCCOc1ccccc1-c1ncc(C(=O)OCC)c(=O)[nH]1, [OH-]. Product: CCCOc1ccccc1-c1ncc(C(=O)O)c(=O)[nH]1. RXN SMILES: [ClH:23].[Na+:25].[O:1]=[c:2]1[c:3]([C:18](=[O:19])[O:20][CH2:21][CH3:22])[cH:4][n:5][c:6](-[c:8]2[c:9]([O:14][CH2:15][CH2:16][CH3:17])[cH:10][cH:11][cH:12][cH:13]2)[nH:7]1.[OH-:24]>>[O:1]=[c:2]1[c:3]([C:18](=[O:19])[OH:20])[cH:4][n:5][c:6](-[c:8]2[c:9]([O:14][CH2:15][CH2:16][CH3:17])[cH:10][cH:11][cH:12][cH:13]2)[nH:7]1.